Dataset: the Open Reaction Database (ORD), a public repository of structured organic reaction records. Task: describe an organic reaction: reactants, conditions, products, and yield Reactants: N1N=C(C=C1)C(=O)O (1H-pyrazole-3-carboxylic acid), C(C)(C)N(CC)C(C)C (diisopropylethylamine), C(C1=CC=CC=C1)OC([C@@H](C[C@@H](CC1=CC=C(C=C1)C1=CC=CC=C1)N=C=O)C)=O ((2R,4S)-5-biphenyl-4-yl-4-isocyanato-2-methyl-pentanoic acid benzyl ester). The solvent is CN(C)C=O (DMF), CN(C)C=O (DMF). Run at time 18 hour. Yields the product C(C1=CC=CC=C1)OC(=O)[C@@H](C[C@@H](CC1=CC=C(C=C1)C1=CC=CC=C1)NC(=O)N1N=C(C=C1)C(=O)O)C (1-((1S,3R)-3-benzyloxycarbonyl-1-biphenyl-4-ylmethyl-butylcarbamoyl)-1H-pyrazole-3-carboxylic acid). RXN SMILES: [NH:1]1[CH:5]=[CH:4][C:3]([C:6]([OH:8])=[O:7])=[N:2]1.C(N(C(C)C)CC)(C)C.[CH2:18]([O:25][C:26](=[O:47])[C@H:27]([CH3:46])[CH2:28][C@H:29]([N:43]=[C:44]=[O:45])[CH2:30][C:31]1[CH:36]=[CH:35][C:34]([C:37]2[CH:42]=[CH:41][CH:40]=[CH:39][CH:38]=2)=[CH:33][CH:32]=1)[C:19]1[CH:24]=[CH:23][CH:22]=[CH:21][CH:20]=1>CN(C=O)C>[CH2:18]([O:25][C:26]([C@H:27]([CH3:46])[CH2:28][C@H:29]([NH:43][C:44]([N:1]1[CH:5]=[CH:4][C:3]([C:6]([OH:8])=[O:7])=[N:2]1)=[O:45])[CH2:30][C:31]1[CH:32]=[CH:33][C:34]([C:37]2[CH:38]=[CH:39][CH:40]=[CH:41][CH:42]=2)=[CH:35][CH:36]=1)=[O:47])[C:19]1[CH:24]=[CH:23][CH:22]=[CH:21][CH:20]=1. Reported procedure: Next, to a solution of 1H-pyrazole-3-carboxylic acid (20.5 mg, 0.183 mmol) in DMF (1 mL) is added diisopropylethylamine (0.032 mL, 0.183 mmol). After 15 min a solution of the above (2R,4S)-5-biphenyl-4-yl-4-isocyanato-2-methyl-pentanoic acid benzyl ester in DMF (1 mL) is added dropwise and the mixture is stirred at room temperature for 18 hours. The mixture is purified by preparative HPLC using a gradient of 10% MeCN to 100% MeCN (0.1% TFA). Lyophilization of the appropriate fractions furnishes ... The reactants are suspension, COC(CC1=CC=C(C=C1)NC1=NC=CC=C1[N+](=O)[O-])=O ([4-(3-nitro-pyridin-2-ylamino)-phenyl]-acetic acid methyl ester). The reagents and catalysts are [Ni] (Ni). Run in CO (MeOH). Product: COC(CC1=CC=C(C=C1)NC1=NC=CC=C1N)=O ([4-(3-Amino-pyridin-2-ylamino)-phenyl]-acetic acid methyl ester). As a reaction SMILES: [CH3:1][O:2][C:3](=[O:21])[CH2:4][C:5]1[CH:10]=[CH:9][C:8]([NH:11][C:12]2[C:17]([N+:18]([O-])=O)=[CH:16][CH:15]=[CH:14][N:13]=2)=[CH:7][CH:6]=1>CO.[Ni]>[CH3:1][O:2][C:3](=[O:21])[CH2:4][C:5]1[CH:6]=[CH:7][C:8]([NH:11][C:12]2[C:17]([NH2:18])=[CH:16][CH:15]=[CH:14][N:13]=2)=[CH:9][CH:10]=1. Procedure: 2 g of a suspension of [4-(3-nitro-pyridin-2-ylamino)-phenyl]-acetic acid methyl ester and 0.600 g of Raney Ni in 40 ml of MeOH (40 mL) is stirred for 4 hours at rt under a hydrogen atmosphere. The mixture obtained is filtered through a pad of Celite and concentrated. [4-(3-Amino-pyridin-2-ylamino)-phenyl]-acetic acid methyl ester is obtained in the form of a solid: ES-MS: 258.0 [M+H]+; tR=2.30 min (System 1); Rf=0.15 (Hexane/EtOAc, 1:1). Yields the product C(C(C)(C)C)(=O)OCN1C=C(C=2C1=NC=C(N2)C2=NN(C1=CC=C(C=C21)C(C)C)C)C(NC(C)(C)C)=O ((7-(tert-butylcarbamoyl)-2-(5-isopropyl-1-methyl-1H-indazol-3-yl)-5H-pyrrolo[2,3-b]pyrazin-5-yl)methyl pivalate). Reagents/catalysts: [Cu]I (CuI), C=1C=CC(=CC1)[P](C=2C=CC=CC2)(C=3C=CC=CC3)[Pd]([P](C=4C=CC=CC4)(C=5C=CC=CC5)C=6C=CC=CC6)([P](C=7C=CC=CC7)(C=8C=CC=CC8)C=9C=CC=CC9)[P](C=1C=CC=CC1)(C=1C=CC=CC1)C=1C=CC=CC1 (Pd(PPh3)4). Reactants: C(C)(C)C=1C=C2C(=NN(C2=CC1)C)[Sn](CCCC)(CCCC)CCCC (5-isopropyl-1-methyl-3-(tributylstannyl)-1H-indazole), C(C(C)(C)C)(=O)OCN1C=C(C=2C1=NC=C(N2)Br)C(NC(C)(C)C)=O ((2-bromo-7-(tert-butylcarbamoyl)-5H-pyrrolo[2,3-b]pyrazin-5-yl)methyl pivalate). Run in CN(C)C=O (DMF). As a reaction SMILES: [CH:1]([C:4]1[CH:5]=[C:6]2[C:10](=[CH:11][CH:12]=1)[N:9]([CH3:13])[N:8]=[C:7]2[Sn](CCCC)(CCCC)CCCC)([CH3:3])[CH3:2].[C:27]([O:33][CH2:34][N:35]1[C:39]2=[N:40][CH:41]=[C:42](Br)[N:43]=[C:38]2[C:37]([C:45](=[O:51])[NH:46][C:47]([CH3:50])([CH3:49])[CH3:48])=[CH:36]1)(=[O:32])[C:28]([CH3:31])([CH3:30])[CH3:29]>CN(C=O)C.[Cu]I.C1C=CC([P]([Pd]([P](C2C=CC=CC=2)(C2C=CC=CC=2)C2C=CC=CC=2)([P](C2C=CC=CC=2)(C2C=CC=CC=2)C2C=CC=CC=2)[P](C2C=CC=CC=2)(C2C=CC=CC=2)C2C=CC=CC=2)(C2C=CC=CC=2)C2C=CC=CC=2)=CC=1>[C:27]([O:33][CH2:34][N:35]1[C:39]2=[N:40][CH:41]=[C:42]([C:7]3[C:6]4[C:10](=[CH:11][CH:12]=[C:4]([CH:1]([CH3:2])[CH3:3])[CH:5]=4)[N:9]([CH3:13])[N:8]=3)[N:43]=[C:38]2[C:37]([C:45](=[O:51])[NH:46][C:47]([CH3:50])([CH3:49])[CH3:48])=[CH:36]1)(=[O:32])[C:28]([CH3:31])([CH3:30])[CH3:29] |^1:62,64,83,102|. Reported procedure: A mixture 5-isopropyl-1-methyl-3-(tributylstannyl)-1H-indazole, (2-bromo-7-(tert-butylcarbamoyl)-5H-pyrrolo[2,3-b]pyrazin-5-yl)methyl pivalate (0.408 g, 1 mmol), CuI (0.06 g, 0.32 mmol) and Pd(PPh3)4 (0.06 g, 0.052 mmol) in 40 mL of DMF was stirred at 80° C. under nitrogen for 4 hours. The solvent was removed under reduced pressure and the residue was triturated with water (15 mL) and petroleum ether (30 mL) then decanted and dried to give crude (7-(tert-butylcarbamoyl)-2-(5-isopropyl-1-methyl-1... Starting materials: O=C([O-])[O-], COCCOC, O=[N+]([O-])c1cccc(I)c1, [Na+], [Na+], O, c1ccc(P(c2ccccc2)(c2ccccc2)[Pd](P(c2ccccc2)(c2ccccc2)c2ccccc2)(P(c2ccccc2)(c2ccccc2)c2ccccc2)P(c2ccccc2)(c2ccccc2)c2ccccc2)cc1, OB(O)c1cccnc1. Yields the product O=[N+]([O-])c1cccc(-c2cccnc2)c1. As a reaction SMILES: [C:20](=[O:21])([O-:22])[O-:23].[CH3:27][O:28][CH2:29][CH2:30][O:31][CH3:32].[I:1][c:2]1[cH:3][c:4]([N+:8](=[O:9])[O-:10])[cH:5][cH:6][cH:7]1.[Na+:24].[Na+:25].[OH2:26].[cH:33]1[cH:34][cH:35][c:36]([P:37]([Pd:38]([P:39]([c:40]2[cH:41][cH:42][cH:43][cH:44][cH:45]2)([c:46]2[cH:47][cH:48][cH:49][cH:50][cH:51]2)[c:52]2[cH:53][cH:54][cH:55][cH:56][cH:57]2)([P:58]([c:59]2[cH:60][cH:61][cH:62][cH:63][cH:64]2)([c:65]2[cH:66][cH:67][cH:68][cH:69][cH:70]2)[c:71]2[cH:72][cH:73][cH:74][cH:75][cH:76]2)[P:77]([c:78]2[cH:79][cH:80][cH:81][cH:82][cH:83]2)([c:84]2[cH:85][cH:86][cH:87][cH:88][cH:89]2)[c:90]2[cH:91][cH:92][cH:93][cH:94][cH:95]2)([c:96]2[cH:97][cH:98][cH:99][cH:100][cH:101]2)[c:102]2[cH:103][cH:104][cH:105][cH:106][cH:107]2)[cH:108][cH:109]1.[n:11]1[cH:12][c:13]([B:17]([OH:18])[OH:19])[cH:14][cH:15][cH:16]1>>[c:2]1(-[c:13]2[cH:12][n:11][cH:16][cH:15][cH:14]2)[cH:3][c:4]([N+:8](=[O:9])[O-:10])[cH:5][cH:6][cH:7]1. Reactants: O=C1NC2=C(N1CC(=O)OC(C)(C)C)C=CC=C2 (tert-Butyl (2-oxo-2,3-dihydro-1H-benzimidazol-1-yl)acetate), BrC1=NC=CC=C1 (2-bromopyridine), CC(=O)[O-].[K+] (KOAc). The reagents and catalysts are [Cu] (copper), Cl[Cu] (CuCl). The solvent is N1=CC=CC=C1 (pyridine). Reaction conditions: temperature 100 celsius. Product: O=C1N(C2=C(N1CC(=O)OC(C)(C)C)C=CC=C2)C2=NC=CC=C2 (tert-Butyl (2-oxo-3-pyridin-2-yl-2,3-dihydro-1H-benzimidazol-1-yl)acetate). As a reaction SMILES: [O:1]=[C:2]1[N:6]([CH2:7][C:8]([O:10][C:11]([CH3:14])([CH3:13])[CH3:12])=[O:9])[C:5]2[CH:15]=[CH:16][CH:17]=[CH:18][C:4]=2[NH:3]1.Br[C:20]1[CH:25]=[CH:24][CH:23]=[CH:22][N:21]=1.CC([O-])=O.[K+]>N1C=CC=CC=1.[Cu].Cl[Cu]>[O:1]=[C:2]1[N:6]([CH2:7][C:8]([O:10][C:11]([CH3:14])([CH3:13])[CH3:12])=[O:9])[C:5]2[CH:15]=[CH:16][CH:17]=[CH:18][C:4]=2[N:3]1[C:20]1[CH:25]=[CH:24][CH:23]=[CH:22][N:21]=1 |f:2.3|. Reported procedure: A mixture of tert-butyl (2-oxo-2,3-dihydro-1H-benzimidazol-1-yl)acetate from Step A (1.75 g, 7.05 mmol), 2-bromopyridine (3.36 mL, 35.2 mmol), copper powder (1.57 g, 24.7 mmol), CuCl (140 mg, 1.41 mmol), and KOAc (2.08 g, 21.1 mmol) in pyridine (30 mL) was heated at 100° C. for 3 h. The cooled mixture was partitioned between EtOAc (150 mL) and 10% aqueous citric acid (100 mL) and the organic layer was dried over Na2SO4, filtered, and concentrated under reduced pressure. The crude product was pur... Reactants: 2A, C1(=CC=CC=C1)C(N1C(C(C2=C(C=C(C=C12)OC)OC)=O)=O)C1=CC=CC=C1 (1-(diphenylmethyl)-4,6-dimethoxy-1H-indole-2,3-dione), FC(C1=CC=C(O1)CN1C(C(C2=CC=CC=C12)=O)=O)(F)F (1-((5-(trifluoromethyl)furan-2-yl)methyl)indoline-2,3-dione), C(C1=CC=CC=C1)OC1=CC=C(C=C1)O (4-(benzyloxy)phenol), BrC=1C=C(C=CC1)O (3-bromophenol). Yields the product C1(=CC=CC=C1)C(N1C(C(C2=C(C=C(C=C12)OC)OC)(C1=CC2=C(OCCO2)C=C1O)O)=O)C1=CC=CC=C1 (1-(diphenylmethyl)-3-hydroxy-3-(7-hydroxy-2,3-dihydro-1,4-benzodioxin-6-yl)-4,6-dimethoxy-1,3-dihydro-2H-indol-2-one). As a reaction SMILES: [CH2:1]([O:8][C:9]1[CH:14]=[CH:13][C:12]([OH:15])=[CH:11][CH:10]=1)[C:2]1C=CC=CC=1.BrC1C=C([OH:23])C=CC=1.[C:24]1([CH:30]([C:46]2[CH:51]=[CH:50][CH:49]=[CH:48][CH:47]=2)[N:31]2[C:39]3[C:34](=[C:35]([O:42][CH3:43])[CH:36]=[C:37]([O:40][CH3:41])[CH:38]=3)[C:33](=[O:44])[C:32]2=[O:45])[CH:29]=[CH:28][CH:27]=[CH:26][CH:25]=1.FC(F)(F)C1OC(CN2C3C(=CC=CC=3)C(=O)C2=O)=CC=1>>[C:46]1([CH:30]([C:24]2[CH:25]=[CH:26][CH:27]=[CH:28][CH:29]=2)[N:31]2[C:39]3[C:34](=[C:35]([O:42][CH3:43])[CH:36]=[C:37]([O:40][CH3:41])[CH:38]=3)[C:33]([OH:44])([C:13]3[C:12]([OH:15])=[CH:11][C:10]4[O:23][CH2:2][CH2:1][O:8][C:9]=4[CH:14]=3)[C:32]2=[O:45])[CH:51]=[CH:50][CH:49]=[CH:48][CH:47]=1. Procedure: Following the procedure as described in PREPARATION 2A and making non-critical variations using 4-(benzyloxy)phenol to replace 3-bromophenol, and 1-(diphenylmethyl)-4,6-dimethoxy-1H-indole-2,3-dione to replace 1-((5-(trifluoromethyl)furan-2-yl)methyl)indoline-2,3-dione, 1-(diphenylmethyl)-3-hydroxy-3-(7-hydroxy-2,3-dihydro-1,4-benzodioxin-6-yl)-4,6-dimethoxy-1,3-dihydro-2H-indol-2-one was obtained (50%) as a colorless solid: 1H NMR (300 MHz, CDCl3) δ8.81 (s, 1H), 7.34-7.16 (m, 10H), 6.82 (s, 1H)...